This data is from the Open Reaction Database (ORD), a public repository of structured organic reaction records. The task is: describe an organic reaction: reactants, conditions, products, and yield Reactants: CC(C)(C)OC(=O)N1CC2CN(c3cncc(C(=O)O)c3)CC2C1, Nc1cccc(I)c1. Product: CC(C)(C)OC(=O)N1CC2CN(c3cncc(C(=O)Nc4cccc(I)c4)c3)CC2C1. Reaction SMILES: [C:1]([CH3:2])([CH3:3])([CH3:4])[O:5][C:6](=[O:7])[N:8]1[CH2:9][CH:10]2[CH:11]([CH2:12]1)[CH2:13][N:14]([c:16]1[cH:17][n:18][cH:19][c:20]([C:21](=[O:22])[OH:23])[cH:24]1)[CH2:15]2.[I:25][c:26]1[cH:27][c:28]([NH2:29])[cH:30][cH:31][cH:32]1>>[C:1]([CH3:2])([CH3:3])([CH3:4])[O:5][C:6](=[O:7])[N:8]1[CH2:9][CH:10]2[CH:11]([CH2:12]1)[CH2:13][N:14]([c:16]1[cH:17][n:18][cH:19][c:20]([C:21](=[O:23])[NH:29][c:28]3[cH:27][c:26]([I:25])[cH:32][cH:31][cH:30]3)[cH:24]1)[CH2:15]2. Starting materials: CC#N, CC1(C)C(=O)N(CCCCCl)CS1(=O)=O, [K+], [K+], O=C([O-])[O-], O, c1ccc2c(C3CCNCC3)csc2c1. Product: CC1(C)C(=O)N(CCCCN2CCC(c3csc4ccccc34)CC2)CS1(=O)=O. As a reaction SMILES: [CH3:37][C:38]#[N:39].[Cl:16][CH2:17][CH2:18][CH2:19][CH2:20][N:21]1[CH2:22][S:23](=[O:29])(=[O:30])[C:24]([CH3:27])([CH3:28])[C:25]1=[O:26].[K+:31].[K+:32].[O-:33][C:34]([O-:35])=[O:36].[OH2:40].[s:1]1[c:2]2[c:3]([c:4]([CH:6]3[CH2:7][CH2:8][NH:9][CH2:10][CH2:11]3)[cH:5]1)[cH:12][cH:13][cH:14][cH:15]2>>[s:1]1[c:2]2[c:3]([c:4]([CH:6]3[CH2:7][CH2:8][N:9]([CH2:17][CH2:18][CH2:19][CH2:20][N:21]4[CH2:22][S:23](=[O:29])(=[O:30])[C:24]([CH3:27])([CH3:28])[C:25]4=[O:26])[CH2:10][CH2:11]3)[cH:5]1)[cH:12][cH:13][cH:14][cH:15]2. Reaction SMILES: [N:1]1[C:6]2[NH:7][CH:8]=[CH:9][C:5]=2[CH:4]=[N:3][CH:2]=1.[N+:10]([O-])([OH:12])=[O:11].C(=O)(O)[O-].[Na+]>O>[N+:10]([C:9]1[C:5]2[CH:4]=[N:3][CH:2]=[N:1][C:6]=2[NH:7][CH:8]=1)([O-:12])=[O:11] |f:2.3|. The product is [N+](=O)([O-])C1=CNC=2N=CN=CC21 (5-nitro-7H-pyrrolo[2,3-d]pyrimidine). The reactants are N1=CN=CC2=C1NC=C2 (7H-pyrrolo[2,3-d]pyrimidine), [N+](=O)(O)[O-] (nitric acid), C([O-])(O)=O.[Na+] (sodium bicarbonate). Run at temperature 0 celsius. The solvent is O (water). Reported procedure: 5-Nitro-7H-pyrrolo[2,3-d]pyrimidine (8) is prepared by adding 7H-pyrrolo[2,3-d]pyrimidine (6) to fuming nitric acid while cooling (e.g. 0° C.). After stirring for one to several hours, water is carefully added and the mixture neutralized with saturated sodium bicarbonate. The solids are collected by filtration and dried to provide 5-nitro-7H-pyrrolo[2,3-d]pyrimidine 8.